This data is from the Open Reaction Database (ORD), a public repository of structured organic reaction records. The task is: describe an organic reaction: reactants, conditions, products, and yield Reactants: ClC1=C2C(=NN=C1C1=CC=CC=C1)NN=C2C2=CC=CC=C2 (4-chloro-3,5-diphenyl-1H-pyrazolo[3,4-c]pyridazine), N1=CC=C(C=C1)CO (pyridin-4-ylmethanol). The product is ClC1=C2C(=NN=C1C1=CC=CC=C1)N(N=C2C2=CC=CC=C2)CC2=CC=NC=C2 (4-chloro-3,5-diphenyl-1-(4-pyridylmethyl)pyrazolo[3,4-c]pyridazine). Reaction SMILES: [Cl:1][C:2]1[C:7]([C:8]2[CH:13]=[CH:12][CH:11]=[CH:10][CH:9]=2)=[N:6][N:5]=[C:4]2[NH:14][N:15]=[C:16]([C:17]3[CH:22]=[CH:21][CH:20]=[CH:19][CH:18]=3)[C:3]=12.[N:23]1[CH:28]=[CH:27][C:26]([CH2:29]O)=[CH:25][CH:24]=1>>[Cl:1][C:2]1[C:7]([C:8]2[CH:9]=[CH:10][CH:11]=[CH:12][CH:13]=2)=[N:6][N:5]=[C:4]2[N:14]([CH2:29][C:26]3[CH:27]=[CH:28][N:23]=[CH:24][CH:25]=3)[N:15]=[C:16]([C:17]3[CH:18]=[CH:19][CH:20]=[CH:21][CH:22]=3)[C:3]=12. Reported procedure: Compound IIo was synthesized from 4-chloro-3,5-diphenyl-1H-pyrazolo[3,4-c]pyridazine and pyridin-4-ylmethanol following the general procedure for the Mitsunobu reaction as described above. Starting materials: [H-].[Na+] (Sodium hydride), BrC1=C(C=C(C(=O)OCC)C=C1O)O (ethyl 4-bromo-3,5-dihydroxybenzoate), CN(C)C=O (DMF), resultant mixture, ICCC (1-Iodopropane). The solvent is O (Water). Conditions: time 2 hour. The product is BrC1=C(C=C(C(=O)OCC)C=C1OCCC)O (Ethyl 4-bromo-3-hydroxy-5-propoxybenzoate). RXN SMILES: [H-].[Na+].[Br:3][C:4]1[C:14]([OH:15])=[CH:13][C:7]([C:8]([O:10][CH2:11][CH3:12])=[O:9])=[CH:6][C:5]=1[OH:16].CN(C=O)C.I[CH2:23][CH2:24][CH3:25]>O>[Br:3][C:4]1[C:5]([O:16][CH2:23][CH2:24][CH3:25])=[CH:6][C:7]([C:8]([O:10][CH2:11][CH3:12])=[O:9])=[CH:13][C:14]=1[OH:15] |f:0.1|. Procedure: Sodium hydride (60% oil, 10.1 g) was added to a mixture of ethyl 4-bromo-3,5-dihydroxybenzoate (30.0 g) and DMF (200 mL), and the resultant mixture was stirred at 0° C. for 30 minutes in a nitrogen atmosphere. 1-Iodopropane (11.2 mL) was added to the reaction mixture, and the mixture was stirred at room temperature for 2 hours. Water was added to the reaction mixture, followed by extraction with ethyl acetate. The obtained organic layer was washed with saturated saline and dried over anhydrous m...